This data is from the Open Reaction Database (ORD), a public repository of structured organic reaction records. The task is: describe an organic reaction: reactants, conditions, products, and yield The reactants are CC1(C(NOCC1)=O)C (5,6-dihydro-4,4-dimethyl-2H-1,2-oxazin-3(4H)-one), O1CCOCCOCCOCCOCCOCC1 (1,4,7,10,13,16-hexaoxacyclooctadecane), O1NC(CC=C1)=O (oxazin-3(4H)-one), ClC1=C(C=CC(=C1)NC(=O)N(C)OC)CBr (2-chloro-4-[(N-methoxy-N-methylamino)carbonylamino]phenylmethyl bromide), [Br-].[K+] (potassium bromide). Run in C(C)#N (acetonitrile). The product is ClC1=C(C=CC(=C1)NC(=O)N(C)OC)CN1OCCC(C1=O)(C)C (2-(2-chloro-4-[(N-methoxy-N-methylamino)carbonylamino]phenyl)methyl-5,6-dihydro-4,4-dimethyl-2H-1,2-oxazin-3(4H)-one). Reaction SMILES: [CH3:1][C:2]1([CH3:9])[CH2:7][CH2:6][O:5][NH:4][C:3]1=[O:8].[Cl:10][C:11]1[CH:16]=[C:15]([NH:17][C:18]([N:20]([O:22][CH3:23])[CH3:21])=[O:19])[CH:14]=[CH:13][C:12]=1[CH2:24]Br.[Br-].[K+].O1CCOCCOCCOCCOCCOCC1.O1C=CCC(=O)N1>C(#N)C>[Cl:10][C:11]1[CH:16]=[C:15]([NH:17][C:18]([N:20]([O:22][CH3:23])[CH3:21])=[O:19])[CH:14]=[CH:13][C:12]=1[CH2:24][N:4]1[C:3](=[O:8])[C:2]([CH3:9])([CH3:1])[CH2:7][CH2:6][O:5]1 |f:2.3|. Procedure details: This compound was prepared in the manner of Example 1, Step C; using 1.3 grams (0.01 mole) of 5,6-dihydro-4,4-dimethyl-2H-1,2-oxazin-3(4H)-one, 3.1 grams (0.01 mole) of 2-chloro-4-[(N-methoxy-N-methylamino)carbonylamino]phenylmethyl bromide, 1.4 grams (0.01 mole) of potassium bromide and 0.1 gram (0.0004 mole) of 1,4,7,10,13,16-hexaoxacyclooctadecane in 50 ml of acetonitrile. The yield of 2-(2-chloro-4-[(N-methoxy-N-methylamino)carbonylamino]phenyl)methyl-5,6-dihydro-4,4-dimethyl-1H-1,2,-oxazin-... Starting materials: C(C)(C)(C)OC(NC=1C(=NOC1C1=CC=C(C=C1)Br)C)=O ([5-(4-bromo-phenyl)-3-methyl-isoxazol-4-yl]-carbamic acid tert-butyl ester), C(C)OC(C(C)(C1=CC=C(C=C1)B1OC(C(O1)(C)C)(C)C)C)=O (2-methyl-2-[4-(4,4,5,5-tetramethyl-[1,3,2]dioxaborolan-2-yl)-phenyl]-propionic acid ethyl ester). Yields the product C(C)OC(C(C)(C)C1=CC=C(C=C1)C1=CC=C(C=C1)C1=C(C(=NO1)C)NC(=O)OC(C)(C)C)=O (2-[4′-(4-tert-Butoxycarbonylamino-3-methyl-isoxazol-5-yl)-biphenyl-4-yl]-2-methyl-propionic acid ethyl ester). As a reaction SMILES: [C:1]([O:5][C:6](=[O:21])[NH:7][C:8]1[C:9]([CH3:20])=[N:10][O:11][C:12]=1[C:13]1[CH:18]=[CH:17][C:16](Br)=[CH:15][CH:14]=1)([CH3:4])([CH3:3])[CH3:2].[CH2:22]([O:24][C:25](=[O:44])[C:26]([CH3:43])([C:28]1[CH:33]=[CH:32][C:31](B2OC(C)(C)C(C)(C)O2)=[CH:30][CH:29]=1)[CH3:27])[CH3:23]>>[CH2:22]([O:24][C:25](=[O:44])[C:26]([C:28]1[CH:33]=[CH:32][C:31]([C:16]2[CH:17]=[CH:18][C:13]([C:12]3[O:11][N:10]=[C:9]([CH3:20])[C:8]=3[NH:7][C:6]([O:5][C:1]([CH3:4])([CH3:3])[CH3:2])=[O:21])=[CH:14][CH:15]=2)=[CH:30][CH:29]=1)([CH3:43])[CH3:27])[CH3:23]. Reported procedure: Prepared according to the procedure described in Example 42, Step 2, using [5-(4-bromo-phenyl)-3-methyl-isoxazol-4-yl]-carbamic acid tert-butyl ester and 2-methyl-2-[4-(4,4,5,5-tetramethyl-[1,3,2]dioxaborolan-2-yl)-phenyl]-propionic acid ethyl ester. Starting materials: NCC1CCN(CC1)S(=O)(=O)C1=CC=CC2=CC=CC=C12 (4-aminomethyl-1-(1-naphthylsulfonyl)piperidine), C(C)(=O)O[BH-](OC(C)=O)OC(C)=O.[Na+] (sodium triacetoxyborohydride), C(C)(=O)O (acetic acid), C([O-])(O)=O.[Na+] (sodium bicarbonate), compound, C/C(/C=O)=C\C1=CC=CC=C1 ((E)-2-methyl-3-phenylpropenal), C(C)(=O)O (acetic acid). The solvent is CCCCCC (hexane), C(C)(=O)OCC (ethyl acetate), C(C)(=O)OCC (ethyl acetate), ClCCCl (1,2-dichloroethane). Product: C/C(/CNCC1CCN(CC1)S(=O)(=O)C1=CC=CC2=CC=CC=C12)=C\C1=CC=CC=C1 (4-(N-(2-methyl-3-phenyl-2-(E)-propenyl)aminomethyl)-1-(1-naphthylsulfonyl)piperidine). Yield: 86.0%. RXN SMILES: [NH2:1][CH2:2][CH:3]1[CH2:8][CH2:7][N:6]([S:9]([C:12]2[C:21]3[C:16](=[CH:17][CH:18]=[CH:19][CH:20]=3)[CH:15]=[CH:14][CH:13]=2)(=[O:11])=[O:10])[CH2:5][CH2:4]1.[CH3:22]/[C:23](=[CH:26]\[C:27]1[CH:32]=[CH:31][CH:30]=[CH:29][CH:28]=1)/[CH:24]=O.C(O)(=O)C.C(O[BH-](OC(=O)C)OC(=O)C)(=O)C.[Na+].C(=O)(O)[O-].[Na+]>CCCCCC.C(OCC)(=O)C.ClCCCl>[CH3:22]/[C:23](=[CH:26]\[C:27]1[CH:32]=[CH:31][CH:30]=[CH:29][CH:28]=1)/[CH2:24][NH:1][CH2:2][CH:3]1[CH2:8][CH2:7][N:6]([S:9]([C:12]2[C:21]3[C:16](=[CH:17][CH:18]=[CH:19][CH:20]=3)[CH:15]=[CH:14][CH:13]=2)(=[O:11])=[O:10])[CH2:5][CH2:4]1 |f:3.4,5.6|. Reported procedure: A mixture of 4-aminomethyl-1-(1-naphthylsulfonyl)piperidine (intermediate in the preparation of the compound of Example 34, 450 mg, 1.5 mmol), (E)-2-methyl-3-phenylpropenal (438 mg, 3.0 mmol), acetic acid (240 mg, 4.0 mmol), and 1,2-dichloroethane (50 mL) was stirred under argon at room temperature for 3 h before sodium triacetoxyborohydride (1.27 g, 6.0 mmol) and more acetic acid (360 mg, 6.0 mmol) were added. After 16 h saturated aqueous sodium bicarbonate (50 mL) was added, and the aqueous an... The reactants are C(CCCCCCCCCCCCCC(=O)OC)(=O)OC (dimethyl 1,15-pentadecandioate), diester, [H][H] (hydrogen), 20.0. Reaction conditions: time 8 hour. The product is OCCCCCCCCCCCCCCC(=O)OC (methyl 15-hydroxypentadecanoate). The yield is 61.0%. RXN SMILES: [C:1](OC)(=[O:19])[CH2:2][CH2:3][CH2:4][CH2:5][CH2:6][CH2:7][CH2:8][CH2:9][CH2:10][CH2:11][CH2:12][CH2:13][CH2:14][C:15]([O:17][CH3:18])=[O:16].[H][H]>>[OH:19][CH2:1][CH2:2][CH2:3][CH2:4][CH2:5][CH2:6][CH2:7][CH2:8][CH2:9][CH2:10][CH2:11][CH2:12][CH2:13][CH2:14][C:15]([O:17][CH3:18])=[O:16]. Reported procedure: 150 g (499 mmol) of dimethyl 1,15-pentadecandioate and 12 g (8.0% by weight per the diester) of the catalyst prepared in Preparative Example 1 were added to an autoclave and subjected to hydrogenation reaction at the hydrogen pressure of 20.0 Mpa at 250° C. After 8 hours, the degree of the conversion was 63% and the selectivity was 87%. The reaction was further continued, and after 10 hours, methyl 15-hydroxypentadecanoate was obtained in 61% yield. The results are shown in Table 2. Starting materials: [OH-].[Na+] (sodium hydroxide), ClC=1C=C(C(=CC1)O)O (4-chloro-1,2-benzenediol), ClC1=C(C=CC=C1)S(=O)O (2-chlorobenzenesulphinic acid). Product: ClC1=C(C=CC=C1)S(=O)(=O)Cl (2-chlorobenzenesulphonyl chloride), S(=O)([O-])[O-].[Na+].[Na+] (sodium sulphite). As a reaction SMILES: [Cl:1]C1C=C(O)C(O)=CC=1.[Cl:10][C:11]1[CH:16]=[CH:15][CH:14]=[CH:13][C:12]=1[S:17]([OH:19])=[O:18].[OH-:20].[Na+:21]>>[Cl:10][C:11]1[CH:16]=[CH:15][CH:14]=[CH:13][C:12]=1[S:17]([Cl:1])(=[O:19])=[O:18].[S:17]([O-:19])([O-:20])=[O:18].[Na+:21].[Na+:21] |f:2.3,5.6.7|. Procedure details: 24.6 g (170 mmol) of 4-chloro-1,2-benzenediol are added while stirring, under nitrogen, to a solution of 28.8 g (163 mmol) of 2-chlorobenzenesulphinic acid (obtained by the reduction of 2-chlorobenzenesulphonyl chloride with sodium sulphite) in 163 ml of 1N sodium hydroxide solution. In the course of 40 minutes there is added dropwise thereto, at room temperature, a solution of 82 g (240 mmol) of potassium hexacyanoferrate (II) and 150 g of sodium acetate trihydrate in 300 ml of water. The solut...